From a dataset of the Open Reaction Database (ORD), a public repository of structured organic reaction records. describe an organic reaction: reactants, conditions, products, and yield Reactants: [BH4-], CO, [Na+], O=C(CCCN1CCCC(c2cccc(O)c2)C1)c1ccc(F)cc1. Product: Oc1cccc(C2CCCN(CCCC(O)c3ccc(F)cc3)C2)c1. RXN SMILES: [BH4-:26].[CH3:28][OH:29].[Na+:27].[O:1]=[C:2]([CH2:3][CH2:4][CH2:5][N:6]1[CH2:7][CH:8]([c:12]2[cH:13][c:14]([OH:18])[cH:15][cH:16][cH:17]2)[CH2:9][CH2:10][CH2:11]1)[c:19]1[cH:20][cH:21][c:22]([F:25])[cH:23][cH:24]1>>[OH:1][CH:2]([CH2:3][CH2:4][CH2:5][N:6]1[CH2:7][CH:8]([c:12]2[cH:13][c:14]([OH:18])[cH:15][cH:16][cH:17]2)[CH2:9][CH2:10][CH2:11]1)[c:19]1[cH:20][cH:21][c:22]([F:25])[cH:23][cH:24]1. The reactants are ClC1=C(C=O)C=CC=C1Cl (2,3-Dichlorobenzaldehyde), N1CC(CC1)CNC(CSC1=NC=C(C=N1)C1=CC=C(C=C1)OC)=O (N-(pyrrolidin-3-(RS)-ylmethyl)-2-[5-(4-methoxyphenyl)pyrimidin-2-ylthio]acetamide), ClC(C)Cl (dichloroethane), [BH-](OC(=O)C)(OC(=O)C)OC(=O)C.[Na+] (Na(OAc)3BH). Run in CCOCC (ether). Run at time 8 hour. Product: ClC1=C(CN2CC(CC2)CNC(CSC2=NC=C(C=N2)C2=CC=C(C=C2)OC)=O)C=CC=C1Cl (N-(1-(2,3-dichlorobenzyl)pyrrolidin-3-(RS)-ylmethyl)-2-[5-(4-methoxyphenyl)pyrimidin-2-ylsulfanyl]acetamide). Reaction SMILES: [Cl:1][C:2]1[C:9]([Cl:10])=[CH:8][CH:7]=[CH:6][C:3]=1[CH:4]=O.[NH:11]1[CH2:15][CH2:14][CH:13]([CH2:16][NH:17][C:18](=[O:35])[CH2:19][S:20][C:21]2[N:26]=[CH:25][C:24]([C:27]3[CH:32]=[CH:31][C:30]([O:33][CH3:34])=[CH:29][CH:28]=3)=[CH:23][N:22]=2)[CH2:12]1.ClC(Cl)C.[BH-](OC(C)=O)(OC(C)=O)OC(C)=O.[Na+]>CCOCC>[Cl:1][C:2]1[C:9]([Cl:10])=[CH:8][CH:7]=[CH:6][C:3]=1[CH2:4][N:11]1[CH2:15][CH2:14][CH:13]([CH2:16][NH:17][C:18](=[O:35])[CH2:19][S:20][C:21]2[N:22]=[CH:23][C:24]([C:27]3[CH:28]=[CH:29][C:30]([O:33][CH3:34])=[CH:31][CH:32]=3)=[CH:25][N:26]=2)[CH2:12]1 |f:3.4|. Reported procedure: 2,3-Dichlorobenzaldehyde (115 mg, 0.66 mmol, 1.5 equiv.) was added to N-(pyrrolidin-3-(RS)-ylmethyl)-2-[5-(4-methoxyphenyl)pyrimidin-2-ylthio]acetamide in dichloroethane (3.4 mL, 0.44 mmol). Excess Na(OAc)3BH (0.2 g, 0.9 mmol, ~3 equiv.) was added and the resulting suspension was stirred vigorously overnight. The reaction mixture was diluted with ether and quenched with 1 M hydrochloric acid to afford a cloudy mixture. The organic layer was carefully removed and the aqueous phase made basic with...